From a dataset of the Open Reaction Database (ORD), a public repository of structured organic reaction records. describe an organic reaction: reactants, conditions, products, and yield The reactants are C(=C)C1=CC=C(C=2OC3=CC=CC=C3C(C2O)=O)C=C1 (4'-vinyl-3-hydroxyflavone), OCC(=O)C1=CC=CC=C1 (2-hydroxyacetophenone). Product: C(=C)C1=CC=C(C=O)C=C1 (4-vinyl benzaldehyde). RXN SMILES: [CH:1]([C:3]1[CH:20]=[CH:19][C:6]([C:7]2[O:8]C3C(C(=O)C=2O)=CC=CC=3)=[CH:5][CH:4]=1)=[CH2:2].OCC(C1C=CC=CC=1)=O>>[CH:1]([C:3]1[CH:20]=[CH:19][C:6]([CH:7]=[O:8])=[CH:5][CH:4]=1)=[CH2:2]. Reported procedure: 4'-vinyl-3-hydroxyflavone. 2-hydroxyacetophenone (Aldrich) was used as received. Ethyl alcohol was distilled prior to use. 4-vinyl benzaldehyde was synthesized using the procedure described in Example 1(a). Reactants: C1CCOC1, CC(C)[Mg+], [Cl-], [Cl-], [NH4+], O, COc1ccc(-c2ccccc2)cc1C(=O)c1c[nH]cn1. The product is COc1ccc(-c2ccccc2)cc1C(O)(c1c[nH]cn1)C(C)C. RXN SMILES: [CH2:29]1[O:30][CH2:31][CH2:32][CH2:33]1.[CH:23]([CH3:24])([CH3:25])[Mg+:26].[Cl-:22].[Cl-:27].[NH4+:28].[OH2:34].[nH:1]1[cH:2][n:3][c:4]([C:6](=[O:7])[c:8]2[cH:9][c:10](-[c:16]3[cH:17][cH:18][cH:19][cH:20][cH:21]3)[cH:11][cH:12][c:13]2[O:14][CH3:15])[cH:5]1>>[nH:1]1[cH:2][n:3][c:4]([C:6]([OH:7])([c:8]2[cH:9][c:10](-[c:16]3[cH:17][cH:18][cH:19][cH:20][cH:21]3)[cH:11][cH:12][c:13]2[O:14][CH3:15])[CH:23]([CH3:24])[CH3:25])[cH:5]1. Starting materials: CCN(Cc1cc(C(F)(F)F)ccc1-c1cc(CC(=O)OC2OC(C(=O)OCc3ccccc3)C(O)C(O)C2O)ccc1OC)C(=O)NCc1ccccc1, CCOC(C)=O. Product: CCN(Cc1cc(C(F)(F)F)ccc1-c1cc(CC(=O)OC2OC(C(=O)O)C(O)C(O)C2O)ccc1OC)C(=O)NCc1ccccc1. RXN SMILES: [CH2:1]([c:2]1[cH:3][cH:4][cH:5][cH:6][cH:7]1)[O:8][C:9](=[O:10])[CH:11]1[O:12][CH:13]([O:20][C:21]([CH2:22][c:23]2[cH:24][c:25](-[c:31]3[c:32]([CH2:41][N:42]([C:43](=[O:44])[NH:45][CH2:46][c:47]4[cH:48][cH:49][cH:50][cH:51][cH:52]4)[CH2:53][CH3:54])[cH:33][c:34]([C:37]([F:38])([F:39])[F:40])[cH:35][cH:36]3)[c:26]([O:29][CH3:30])[cH:27][cH:28]2)=[O:55])[CH:14]([OH:19])[CH:15]([OH:18])[CH:16]1[OH:17].[CH3:56][CH2:57][O:58][C:59]([CH3:60])=[O:61]>>[O:8]=[C:9]([OH:10])[CH:11]1[O:12][CH:13]([O:20][C:21]([CH2:22][c:23]2[cH:24][c:25](-[c:31]3[c:32]([CH2:41][N:42]([C:43](=[O:44])[NH:45][CH2:46][c:47]4[cH:48][cH:49][cH:50][cH:51][cH:52]4)[CH2:53][CH3:54])[cH:33][c:34]([C:37]([F:38])([F:39])[F:40])[cH:35][cH:36]3)[c:26]([O:29][CH3:30])[cH:27][cH:28]2)=[O:55])[CH:14]([OH:19])[CH:15]([OH:18])[CH:16]1[OH:17]. Reactants: N(=NC(=O)OC(C)C)C(=O)OC(C)C (diisopropyl azodicarboxylate), OC1=CC2=C([C@@H](CO2)CC(=O)OC)C=C1 (methyl (S)-2-(6-hydroxyl-2,3-dihydrobenzofuran-3-yl)acetate), C1(=CC=CC=C1)P(C1=CC=CC=C1)C1=CC=CC=C1 (triphenylphosphine), C(C1=CC=CC=C1)OC1=C(C=C(C=C1)C1=C(C=C(C=C1C)O[C@H]1COCC1)C)CO ((R)-(4-(benzyloxy)-2′,6′-dimethyl-4′-((tetrahydrofuran-3-yl)oxy)biphenyl-3-yl)methanol). Run in ClCCl (dichloromethane). Conditions: temperature 0 celsius, time 12 hour. Yields the product C(C1=CC=CC=C1)OC1=C(C=C(C=C1)C1=C(C=C(C=C1C)O[C@H]1COCC1)C)COC1=CC2=C([C@@H](CO2)CC(=O)OC)C=C1 (methyl 2-((S)-6-((4-(benzyloxy)-2′,6′-dimethyl-4′-(((R)-tetrahydrofuran-3-yl)oxy)biphenyl-3-yl)methoxy)-2,3-dihydrobenzofuran-3-yl)acetate). Yield: 99.5%. As a reaction SMILES: [CH2:1]([O:8][C:9]1[CH:14]=[CH:13][C:12]([C:15]2[C:20]([CH3:21])=[CH:19][C:18]([O:22][C@@H:23]3[CH2:27][CH2:26][O:25][CH2:24]3)=[CH:17][C:16]=2[CH3:28])=[CH:11][C:10]=1[CH2:29][OH:30])[C:2]1[CH:7]=[CH:6][CH:5]=[CH:4][CH:3]=1.O[C:32]1[CH:45]=[CH:44][C:35]2[C@H:36]([CH2:39][C:40]([O:42][CH3:43])=[O:41])[CH2:37][O:38][C:34]=2[CH:33]=1.C1(P(C2C=CC=CC=2)C2C=CC=CC=2)C=CC=CC=1.N(C(OC(C)C)=O)=NC(OC(C)C)=O>ClCCl>[CH2:1]([O:8][C:9]1[CH:14]=[CH:13][C:12]([C:15]2[C:20]([CH3:21])=[CH:19][C:18]([O:22][C@@H:23]3[CH2:27][CH2:26][O:25][CH2:24]3)=[CH:17][C:16]=2[CH3:28])=[CH:11][C:10]=1[CH2:29][O:30][C:32]1[CH:45]=[CH:44][C:35]2[C@H:36]([CH2:39][C:40]([O:42][CH3:43])=[O:41])[CH2:37][O:38][C:34]=2[CH:33]=1)[C:2]1[CH:3]=[CH:4][CH:5]=[CH:6][CH:7]=1. Reported procedure: (R)-(4-(Benzyloxy)-2′,6′-dimethyl-4′-((tetrahydrofuran-3-yl)oxy)biphenyl-3-yl)methanol 36a (637 mg, 1.69 mmol) was dissolved in 20 mL of dichloromethane, followed by addition of methyl (S)-2-(6-hydroxyl-2,3-dihydrobenzofuran-3-yl)acetate (423 mg, 2.03 mmol) and triphenylphosphine (532 mg, 2.03 mmol). The reaction solution was cooled down to 0° C., followed by addition of diisopropyl azodicarboxylate (411 mg, 2.03 mmol), then warmed up to room temperature and stirred for 12 hours. The resulting s... Reactants: C(C#C)(=O)OC (methyl propiolate), C(CCC)[Li] (n-butyllithium), COC1=CC=C(C=CC=O)C=C1 (4-methoxycinnamaldehyde), [Cl-].[NH4+] (ammonium chloride). The solvent is O1CCCC1 (tetrahydrofuran), O1CCCC1 (tetrahydrofuran). Conditions: time 10 minute. The product is OC(C#CC(=O)OC)\C=C\C1=CC=C(C=C1)OC (methyl (E)-4-hydroxy-6-(4-methoxyphenyl)-5-hexen-2-ynoate). RXN SMILES: [C:1]([O:5][CH3:6])(=[O:4])[C:2]#[CH:3].C([Li])CCC.[CH3:12][O:13][C:14]1[CH:23]=[CH:22][C:17]([CH:18]=[CH:19][CH:20]=[O:21])=[CH:16][CH:15]=1.[Cl-].[NH4+]>O1CCCC1>[OH:21][CH:20](/[CH:19]=[CH:18]/[C:17]1[CH:16]=[CH:15][C:14]([O:13][CH3:12])=[CH:23][CH:22]=1)[C:3]#[C:2][C:1]([O:5][CH3:6])=[O:4] |f:3.4|. Procedure: A solution of 5 ml (60 mmol) of methyl propiolate in 100 ml of tetrahydrofuran was treated at -78° under argon with 41.3 ml of n-butyllithium solution (1.6M in hexane). The mixture was stirred at -78° for 10 minutes and then a solution of 9.73 g (60 mmol) of 4-methoxycinnamaldehyde in 100 ml of tetrahydrofuran was added. The reaction mixture was stirred at -78° for 20 minutes, then warmed to -20° and treated with 100 ml of saturated ammonium chloride solution. The aqueous phase was extracted twi... The reactants are O.NN (hydrazine hydrate), CC1CCOC2=CC=CC(=C12)OC1=NC=C(C=C1)[N+](=O)[O-] (2-(4-methylchroman-5-yl)oxy-5-nitro-pyridine), CC1CCOC2=CC=CC(=C12)OC1=NC=C(C=C1)[N+](=O)[O-] (2-(4-methylchroman-5-yl)oxy-5-nitro-pyridine). Reagents/catalysts: [Pd] (Pd/C). Run in C(C)O (Ethanol). Reaction conditions: temperature 90 celsius. The product is CC1CCOC2=CC=CC(=C12)OC1=CC=C(C=N1)N (6-(4-methylchroman-5-yl)oxypyridin-3-amine). The yield is 111.7%. As a reaction SMILES: [CH3:1][CH:2]1[C:11]2[C:6](=[CH:7][CH:8]=[CH:9][C:10]=2[O:12][C:13]2[CH:18]=[CH:17][C:16]([N+:19]([O-])=O)=[CH:15][N:14]=2)[O:5][CH2:4][CH2:3]1.O.NN>C(O)C.[Pd]>[CH3:1][CH:2]1[C:11]2[C:6](=[CH:7][CH:8]=[CH:9][C:10]=2[O:12][C:13]2[N:14]=[CH:15][C:16]([NH2:19])=[CH:17][CH:18]=2)[O:5][CH2:4][CH2:3]1 |f:1.2|. Reported procedure: In a 50 mL round-bottomed flask 2-(4-methylchroman-5-yl)oxy-5-nitro-pyridine (Intermediate 212, 22.9 mg, 0.08 mmol) was dissolved in Ethanol (10 mL) to give a pale yellow solution. Pd/C (17.88 mg, 0.017 mmol) and hydrazine hydrate (0.4 mL, 4.15 mmol) were added. The reaction mixture was stirred at 90° C. The reaction mixture was filtered and evaporated in vacuo to give the title compound (22.9 mg) as a pale yellow oil. Reactants: CC(C)(C)OC(=O)NC(CSCCN)C(=O)O, C(=NC1CCCCC1)=NC1CCCCC1, CN(C)C=O, O=C1CCC(=O)N1O. Yields the product CC(C)(C)OC(=O)NC1CSCCNC1=O. As a reaction SMILES: [C:1]([CH3:2])([CH3:3])([CH3:4])[O:5][C:6](=[O:7])[NH:8][CH:9]([CH2:10][S:11][CH2:12][CH2:13][NH2:14])[C:15](=[O:16])[OH:17].[CH:26]1([N:27]=[C:28]=[N:29][CH:30]2[CH2:31][CH2:32][CH2:33][CH2:34][CH2:35]2)[CH2:36][CH2:37][CH2:38][CH2:39][CH2:40]1.[O:41]=[CH:42][N:43]([CH3:44])[CH3:45].[OH:18][N:19]1[C:20](=[O:21])[CH2:22][CH2:23][C:24]1=[O:25]>>[C:1]([CH3:2])([CH3:3])([CH3:4])[O:5][C:6](=[O:7])[NH:8][CH:9]1[CH2:10][S:11][CH2:12][CH2:13][NH:14][C:15]1=[O:17]. Reactants: O=C([O-])[O-], CC(C)(C)c1cc(Br)c([N+](=O)[O-])cc1O, CI, [Cs+], [Cs+], CN(C)C=O, O. Yields the product COc1cc([N+](=O)[O-])c(Br)cc1C(C)(C)C. Reaction SMILES: [C:16](=[O:17])([O-:18])[O-:19].[C:1]([CH3:2])([CH3:3])([CH3:4])[c:5]1[c:6]([OH:15])[cH:7][c:8]([N+:12](=[O:13])[O-:14])[c:9]([Br:11])[cH:10]1.[CH3:22][I:23].[Cs+:20].[Cs+:21].[O:24]=[CH:25][N:26]([CH3:27])[CH3:28].[OH2:29]>>[C:1]([CH3:2])([CH3:3])([CH3:4])[c:5]1[c:6]([O:15][CH3:16])[cH:7][c:8]([N+:12](=[O:13])[O-:14])[c:9]([Br:11])[cH:10]1. Reactants: CN(C)C=O, Cc1cccc(Cl)c1N=C=O, [H][H], I, [LiH], N=C1NCCN1. Yields the product Cc1cccc(Cl)c1NC(=O)N=C1NCCN1. As a reaction SMILES: [CH3:22][N:23]([CH3:24])[CH:25]=[O:26].[Cl:11][c:12]1[c:13]([N:19]=[C:20]=[O:21])[c:14]([CH3:18])[cH:15][cH:16][cH:17]1.[H:9][H:10].[IH:1].[LiH:8].[NH:2]=[C:3]1[NH:4][CH2:5][CH2:6][NH:7]1>>[N:2](=[C:3]1[NH:4][CH2:5][CH2:6][NH:7]1)[C:20]([NH:19][c:13]1[c:12]([Cl:11])[cH:17][cH:16][cH:15][c:14]1[CH3:18])=[O:21]. The reactants are [OH-].[K+] (KOH), COC1=CC=C(CCN)C=C1 (p-methoxyphenethylamine), [Se]1CCC(CC1)=O (4-Selenanone), C(C)(=O)O (acetic acid), C=O (Paraformaldehyde). Solvent: O (water), CO (methanol). Run at time 4 hour. The product is COC1=CC=C(CCN2CC3C[Se]CC(C2)C3=O)C=C1 (7-p-methoxyphenethyl-3-selena-7-azabicyclo[3.3.1]nonan-9-one). The yield is 34.5%. RXN SMILES: [CH3:1][O:2][C:3]1[CH:11]=[CH:10][C:6]([CH2:7][CH2:8][NH2:9])=[CH:5][CH:4]=1.[C:12]([OH:15])(=O)[CH3:13].[CH2:16]=O.[Se:18]1[CH2:23]C[C:21](=O)[CH2:20][CH2:19]1.[OH-].[K+]>CO.O>[CH3:1][O:2][C:3]1[CH:11]=[CH:10][C:6]([CH2:7][CH2:8][N:9]2[CH2:21][CH:20]3[C:12](=[O:15])[CH:13]([CH2:23][Se:18][CH2:19]3)[CH2:16]2)=[CH:5][CH:4]=1 |f:4.5|. Procedure details: A solution was made of p-methoxyphenethylamine (0.93 g, 6.16 mmol) and glacial acetic acid (0.50 g, 8.33 mmol) in methanol (40 mL). Paraformaldehyde (1.50 g, 50.0 mmol) was added and the resulting mixture was heated to reflux under an atmosphere of nitrogen. 4-Selenanone 10 (1.00 g, 613 mmol) was added in one portion and boiling was continued for 4 hours. The methanol was evaporated (aspirator) from the resulting orange solution to give a very viscous red oil. This oil was dissolved in water (15...